This data is from the Open Reaction Database (ORD), a public repository of structured organic reaction records. The task is: describe an organic reaction: reactants, conditions, products, and yield Starting materials: NC=1N=CN(C1C(=O)N)CCC1=CC=CC=C1 (4-amino-1-(2-phenylethyl)-5-imidazolecarboxamide), C(C1=CN=CC=C1)(=O)O (nicotinic acid). The product is C1(=CC=CC=C1)CCN1C=NC(=C1C(=O)N)NC(=O)C=1C=NC=CC1 (1-(2-phenylethyl)-4-(3-pyridylcarbonylamino)-5-imidazolecarboxamide). RXN SMILES: [NH2:1][C:2]1[N:3]=[CH:4][N:5]([CH2:10][CH2:11][C:12]2[CH:17]=[CH:16][CH:15]=[CH:14][CH:13]=2)[C:6]=1[C:7]([NH2:9])=[O:8].[C:18](O)(=[O:25])[C:19]1[CH:24]=[CH:23][CH:22]=[N:21][CH:20]=1>>[C:12]1([CH2:11][CH2:10][N:5]2[C:6]([C:7]([NH2:9])=[O:8])=[C:2]([NH:1][C:18]([C:19]3[CH:20]=[N:21][CH:22]=[CH:23][CH:24]=3)=[O:25])[N:3]=[CH:4]2)[CH:17]=[CH:16][CH:15]=[CH:14][CH:13]=1. Procedure details: An amidation reaction and post-treatment were carried out following the conditions of Example 17, using 2.00 g (8.69 mmol) of 4-amino-1-(2-phenylethyl)-5-imidazolecarboxamide prepared in the same manner as in Example 56 and nicotinic acid instead of 3-pyridylacetic acid hydrochloride to obtain crude 1-(2-phenylethyl)-4-(3-pyridylcarbonylamino)-5-imidazolecarboxamide. Reactants: COC=1C=C(C=C(C1OC)OC)C=1SC=C(N1)C(=O)OCC (Ethyl 2-(3,4,5-trimethoxyphenyl)thiazole-4-carboxylate), O (water), S(=O)(=O)([O-])[O-].[Na+].[Na+] (sodium sulfate), [H-].[Al+3].[Li+].[H-].[H-].[H-] (lithium aluminum hydride). Solvent: C1CCOC1 (THF). Conditions: temperature 0 celsius, time 1 hour. Yields the product OCC=1N=C(SC1)C1=CC(=C(C(=C1)OC)OC)OC (4-Hydroxymethyl-2-(3,4,5-trimethoxyphenyl)-thiazole). RXN SMILES: [CH3:1][O:2][C:3]1[CH:4]=[C:5]([C:13]2[S:14][CH:15]=[C:16]([C:18](OCC)=[O:19])[N:17]=2)[CH:6]=[C:7]([O:11][CH3:12])[C:8]=1[O:9][CH3:10].[H-].[Al+3].[Li+].[H-].[H-].[H-].O.S([O-])([O-])(=O)=O.[Na+].[Na+]>C1COCC1>[OH:19][CH2:18][C:16]1[N:17]=[C:13]([C:5]2[CH:4]=[C:3]([O:2][CH3:1])[C:8]([O:9][CH3:10])=[C:7]([O:11][CH3:12])[CH:6]=2)[S:14][CH:15]=1 |f:1.2.3.4.5.6,8.9.10|. Procedure details: Ethyl 2-(3,4,5-trimethoxyphenyl)thiazole-4-carboxylate (6.9 g) was dissolved in THF (100 mL), and to the solution lithium aluminum hydride (810 mg) was added under an argon atmosphere, and the mixture was stirred at 0° C. for 1 hour. After a small amount of water and then sodium sulfate were added to the reaction mixture, the reaction mixture was filtered through celite, and the filtrate was concentrated under reduced pressure. The resultant crude crystals were recrystallized from ethyl acetate-... Starting materials: O=C1N(C(C2=CC=CC=C12)=O)C1CCC(CC1)S(=O)(=O)N (4-(1,3-dioxoisoindolin-2-yl)cyclohexane-1-sulfonamide), Cl (HCl). Run in CCO (EtOH). Yields the product NC1CCC(CC1)S(=O)(=O)N (4-aminocyclohexane-1-sulfonamide). Yield: 40.5%. Reaction SMILES: O=C1C2C(=CC=CC=2)C(=O)[N:3]1[CH:12]1[CH2:17][CH2:16][CH:15]([S:18]([NH2:21])(=[O:20])=[O:19])[CH2:14][CH2:13]1.Cl>CCO>[NH2:3][CH:12]1[CH2:17][CH2:16][CH:15]([S:18]([NH2:21])(=[O:19])=[O:20])[CH2:14][CH2:13]1. Procedure: A mixture of 4-(1,3-dioxoisoindolin-2-yl)cyclohexane-1-sulfonamide (3 g, 9.7 mmol) and NH2NH2H2O (1 mL) in EtOH (15 mL) was heated at reflux for 30 min. After cooling, the pH was adjusted with diluted HCl to 5. The mixture was concentrated in vacuo. The residue was dissipated with 35% HCl (10 mL) and heating until all solid material was dissolved. Upon cooling, a crystalline material was filtered and the filtrated was concentrated to give crude 4-aminocyclohexane-1-sulfonamide (700 mg, 40%) as a... Reactants: [BH4-], CCC(=O)Cc1ccc(Br)cc1, CO, CCOC(C)=O, [Na+]. Product: CCC(O)Cc1ccc(Br)cc1. Reaction SMILES: [BH4-:13].[Br:1][c:2]1[cH:3][cH:4][c:5]([CH2:8][C:9]([CH2:10][CH3:11])=[O:12])[cH:6][cH:7]1.[CH3:15][OH:16].[CH3:17][CH2:18][O:19][C:20]([CH3:21])=[O:22].[Na+:14]>>[Br:1][c:2]1[cH:3][cH:4][c:5]([CH2:8][CH:9]([CH2:10][CH3:11])[OH:12])[cH:6][cH:7]1. The reactants are C(C)OC(C1=CC=C(C=C1)[Sn](CCCC)(CCCC)CCCC)=O (4-(Tri-n-butyl-stannyl)-benzoic acid ethyl ester), FC(S(=O)(=O)OC1=CCCCC1C(C)(C)C)(F)F (6-tert-butyl-cyclohex-1-en-1-yl trifluoromethanesulfonate). The product is C(C)OC(C1=CC=C(C=C1)C1=CCCCC1C(C)(C)C)=O (4-(6-tert-Butyl-cyclohex-1-en-1-yl)-benzoic acid ethyl ester). Yield: 66.8%. Reaction SMILES: [CH2:1]([O:3][C:4](=[O:24])[C:5]1[CH:10]=[CH:9][C:8]([Sn](CCCC)(CCCC)CCCC)=[CH:7][CH:6]=1)[CH3:2].FC(F)(F)S(O[C:31]1[CH:36]([C:37]([CH3:40])([CH3:39])[CH3:38])[CH2:35][CH2:34][CH2:33][CH:32]=1)(=O)=O>>[CH2:1]([O:3][C:4](=[O:24])[C:5]1[CH:6]=[CH:7][C:8]([C:35]2[CH:36]([C:37]([CH3:40])([CH3:39])[CH3:38])[CH2:31][CH2:32][CH2:33][CH:34]=2)=[CH:9][CH:10]=1)[CH3:2]. Reported procedure: 4-(Tri-n-butyl-stannyl)-benzoic acid ethyl ester of Example 15, Step A (2.00 g, 4.55 mmol) and 6-tert-butyl-cyclohex-1-en-1-yl trifluoromethanesulfonate (1.43 g, 5.01 mmol) were reacted by the procedure described in Example 15, Step B. Purification by flash column chromatography on silica gel, eluting with a solvent gradient of from 0 to 10% ethyl acetate in hexane followed by recrystallization from methanol (0° C.) afforded the title compound (0.870 g) as white crystals, m.p. 50° C. Reactants: CCc1c(C(=O)C(N)=O)c2c(NCC(=O)OC)cccc2n1Cc1ccccc1, CO, CCOC(C)=O, Cl, [Na+], [OH-]. The product is CCc1c(C(=O)C(N)=O)c2c(NCC(=O)O)cccc2n1Cc1ccccc1. RXN SMILES: [CH3:1][O:2][C:3]([CH2:4][NH:5][c:6]1[c:7]2[c:8]([C:24]([C:25](=[O:26])[NH2:27])=[O:28])[c:9]([CH2:22][CH3:23])[n:10]([CH2:15][c:16]3[cH:17][cH:18][cH:19][cH:20][cH:21]3)[c:11]2[cH:12][cH:13][cH:14]1)=[O:29].[CH3:32][OH:33].[CH3:35][CH2:36][O:37][C:38]([CH3:39])=[O:40].[ClH:34].[Na+:31].[OH-:30]>>[O:2]=[C:3]([CH2:4][NH:5][c:6]1[c:7]2[c:8]([C:24]([C:25](=[O:26])[NH2:27])=[O:28])[c:9]([CH2:22][CH3:23])[n:10]([CH2:15][c:16]3[cH:17][cH:18][cH:19][cH:20][cH:21]3)[c:11]2[cH:12][cH:13][cH:14]1)[OH:29]. The product is ClC1=NC(=NC(=N1)OCCN(C(C)C)C(C)C)OCCN(C(C)C)C(C)C (2-chloro-4,6-di-(2-(diisopropylamino)ethoxy)-1,3,5-triazine). Conditions: temperature 30 celsius, time 8 hour. Procedure details: To 27.6 g (190 mmole) of 2-(diisopropylamino)ethanol, 6.83 g (81 mmole) of sodium bicarbonate, and 1.3 mL (70 mmole) of deionized water at room temperature was added 5.0 g (27 mmole) of cyanuric chloride. The temperature of the solution was raised to 30° C. and stirred for 1 hour at which time the evolution of carbon dioxide ceased. The temperature of the solution was raised to 45° C. and stirring was continued overnight. After cooling, the mixture was filtered, and the solids rinsed with methyl... Reactants: C(C)(C)N(CCO)C(C)C (2-(diisopropylamino)ethanol), C([O-])(O)=O.[Na+] (sodium bicarbonate), O (water), N1=C(Cl)N=C(Cl)N=C1Cl (cyanuric chloride), C(=O)=O (carbon dioxide). As a reaction SMILES: [CH:1]([N:4]([CH:8]([CH3:10])[CH3:9])[CH2:5][CH2:6][OH:7])([CH3:3])[CH3:2].[C:11](=[O:14])(O)[O-].[Na+].O.[N:17]1[C:24](Cl)=[N:23][C:21](Cl)=[N:20][C:18]=1[Cl:19].C(=O)=O>>[Cl:19][C:18]1[N:17]=[C:24]([O:7][CH2:6][CH2:5][N:4]([CH:8]([CH3:10])[CH3:9])[CH:1]([CH3:3])[CH3:2])[N:23]=[C:21]([O:14][CH2:11][CH2:5][N:4]([CH:8]([CH3:10])[CH3:9])[CH:1]([CH3:3])[CH3:2])[N:20]=1 |f:1.2|. Reactants: Intermediate I, ClC=1C=C(N)C=CC1Cl (3,4-dichloroaniline), BrC=1C=CC=2N(C1)C=C(N2)C(=O)OCC (ethyl 6-bromoimidazo[1,2-a]pyridine-2-carboxylate). Product: BrC=1C=CC=2N(C1)C=C(N2)C(=O)NC2=CC(=C(C=C2)Cl)Cl (6-Bromo-N-(3,4-dichlorophenyl)imidazo[1,2-a]pyridine-2-carboxamide). Reaction SMILES: [Cl:1][C:2]1[CH:3]=[C:4]([CH:6]=[CH:7][C:8]=1[Cl:9])[NH2:5].[Br:10][C:11]1[CH:12]=[CH:13][C:14]2[N:15]([CH:17]=[C:18]([C:20](OCC)=[O:21])[N:19]=2)[CH:16]=1>>[Br:10][C:11]1[CH:12]=[CH:13][C:14]2[N:15]([CH:17]=[C:18]([C:20]([NH:5][C:4]3[CH:6]=[CH:7][C:8]([Cl:9])=[C:2]([Cl:1])[CH:3]=3)=[O:21])[N:19]=2)[CH:16]=1. Procedure details: The title compound was prepared by essentially following the same procedures described for Intermediate I, using 3,4-dichloroaniline and ethyl 6-bromoimidazo[1,2-a]pyridine-2-carboxylate as starting materials. Starting materials: Cl (hydrochloric acid), ClC1=C(C=CC(=C1)Cl)C=1NC(C=2N(C1)N=C(C2)C(=O)OCC)=O (Ethyl 6-(2,4-dichlorophenyl)-4-oxo-4,5-dihydropyrazolo[1,5-a]pyrazine-2-carboxylate), CO (methanol), [H-].[Al+3].[Li+].[H-].[H-].[H-] (lithium aluminum hydride). The solvent is C1CCOC1 (THF). Run at time 2 hour. The product is ClC1=C(C=CC(=C1)Cl)C=1NC(C=2N(C1)N=C(C2)CO)=O (6-(2,4-Dichlorophenyl)-2-(hydroxymethyl)pyrazolo[1,5-a]pyrazin-4(5H)-one). As a reaction SMILES: [Cl:1][C:2]1[CH:7]=[C:6]([Cl:8])[CH:5]=[CH:4][C:3]=1[C:9]1[NH:10][C:11](=[O:23])[C:12]2[N:13]([N:15]=[C:16]([C:18](OCC)=[O:19])[CH:17]=2)[CH:14]=1.[H-].[Al+3].[Li+].[H-].[H-].[H-].CO.Cl>C1COCC1>[Cl:1][C:2]1[CH:7]=[C:6]([Cl:8])[CH:5]=[CH:4][C:3]=1[C:9]1[NH:10][C:11](=[O:23])[C:12]2[N:13]([N:15]=[C:16]([CH2:18][OH:19])[CH:17]=2)[CH:14]=1 |f:1.2.3.4.5.6|. Procedure: 5 g (12.55 mmol) of ethyl 6-(2,4-dichlorophenyl)-4-oxo-4,5-dihydropyrazolo[1,5-a]pyrazine-2-carboxylate (Example 11A) were dissolved in 700 ml of THF, and 952 mg (25.1 mmol) of lithium aluminum hydride were added at RT. The mixture was stirred at RT for 2 h, after complete conversion methanol was added first, and the pH was then adjusted to 6 using dilute hydrochloric acid. The mixture was extracted repeatedly with ethyl acetate. Removal of the solvent gave 3.12 g (80% of theory) of the product ...